From a dataset of the Open Reaction Database (ORD), a public repository of structured organic reaction records. describe an organic reaction: reactants, conditions, products, and yield Reactants: C1(=CC=CC=C1)C=CS(=O)(=O)N (2-phenylethenesulfonamide), Cl.COC(C(N)C)=O (DL-alanine methyl ester hydrochloride), C1(=CC=CC=C1)N(C(=O)NS(=O)(=O)C=CC1=CC=CC=C1)C1=CC=CC=C1 (N-(N,N-diphenylcarbamoyl)-2-phenylethenesulfonamide), suspension, [H-].[Na+] (sodium hydride). Run in CN(C=O)C (N,N-dimethylformamide), CCOCC (ether). Run at time 15 minute. Product: COC(=O)C(C)NC(=O)NS(=O)(=O)C=CC1=CC=CC=C1 (N-(N-[1-Methoxycarbonylethyl]carbamoyl)-2-phenylethenesulfonamide). As a reaction SMILES: Cl.[CH3:2][O:3][C:4](=[O:8])[CH:5]([CH3:7])[NH2:6].[H-].[Na+].C1(N(C2C=CC=CC=2)[C:18]([NH:20][S:21]([CH:24]=[CH:25][C:26]2[CH:31]=[CH:30][CH:29]=[CH:28][CH:27]=2)(=[O:23])=[O:22])=[O:19])C=CC=CC=1.C1(C=CS(N)(=O)=O)C=CC=CC=1>CCOCC.CN(C)C=O>[CH3:2][O:3][C:4]([CH:5]([NH:6][C:18]([NH:20][S:21]([CH:24]=[CH:25][C:26]1[CH:31]=[CH:30][CH:29]=[CH:28][CH:27]=1)(=[O:23])=[O:22])=[O:19])[CH3:7])=[O:8] |f:0.1,2.3|. Reported procedure: To a solution of 3.5 g. of DL-alanine methyl ester hydrochloride in 20 ml. of N,N-dimethylformamide is added 1.05 g. of a 56.6% suspension of sodium hydride in mineral oil. The mixture is stirred at ambient temperature for 15 minutes, and then 3.8 g. of N-(N,N-diphenylcarbamoyl)-2-phenylethenesulfonamide is added. The whole reaction mixture is then maintained at ca. 90° C. for 40 minutes. After being allowed to cool to room temperature, it is diluted with an excess of ether and then it is extrac... Reactants: C(C1=CC=CC=C1)OC([C@@H](NC(=O)N1CCSCC1)CC1=CC=CC=C1)=O (N-thiomorpholinocarbonyl-L-phenylalanine benzyl ester), [OH-].[Na+] (sodium hydroxide). Run in CO (methanol), O (water). Reaction conditions: temperature 0 celsius, time 1 hour. Product: S1CCN(CC1)C(=O)N[C@@H](CC1=CC=CC=C1)C(=O)O (N-thiomorpholinocarbonyl-L-phenylalanine). Yield: 94.9%. RXN SMILES: C([O:8][C:9](=[O:27])[C@H:10]([CH2:20][C:21]1[CH:26]=[CH:25][CH:24]=[CH:23][CH:22]=1)[NH:11][C:12]([N:14]1[CH2:19][CH2:18][S:17][CH2:16][CH2:15]1)=[O:13])C1C=CC=CC=1.[OH-].[Na+]>CO.O>[S:17]1[CH2:18][CH2:19][N:14]([C:12]([NH:11][C@H:10]([C:9]([OH:27])=[O:8])[CH2:20][C:21]2[CH:22]=[CH:23][CH:24]=[CH:25][CH:26]=2)=[O:13])[CH2:15][CH2:16]1 |f:1.2|. Reported procedure: To a solution of N-thiomorpholinocarbonyl-L-phenylalanine benzyl ester (526 mg) in a mixture of methanol (10 ml) and water (10 ml) which was cooled to 0° C., was added lN sodium hydroxide solution (4 ml). The mixture was stirred at the same temperature for 1 hour. After evaporation of methanol, remaining aqueous solution was washed with diethyl ether, acidified to pH 2.5 with 3N hydrochloric acid and extracted with ethyl acetate (30 ml×3). The extract was washed with saturated sodium chloride so... Starting materials: CC(C)(C)n1nc(CCC=O)cc1-c1ccc(Cl)cc1, Cc1cccc(N2CCNCC2C)c1, CCN(C(C)C)C(C)C. The product is Cc1cccc(N2CCN(CCCc3cc(-c4ccc(Cl)cc4)n(C(C)(C)C)n3)CC2C)c1. RXN SMILES: [C:1]([CH3:2])([CH3:3])([CH3:4])[n:5]1[n:6][c:7]([CH2:17][CH2:18][CH:19]=[O:20])[cH:8][c:9]1-[c:10]1[cH:11][cH:12][c:13]([Cl:16])[cH:14][cH:15]1.[CH3:21][CH:22]1[N:23]([c:28]2[cH:29][c:30]([CH3:34])[cH:31][cH:32][cH:33]2)[CH2:24][CH2:25][NH:26][CH2:27]1.[CH:35]([N:36]([CH2:37][CH3:38])[CH:39]([CH3:40])[CH3:41])([CH3:42])[CH3:43]>>[C:1]([CH3:2])([CH3:3])([CH3:4])[n:5]1[n:6][c:7]([CH2:17][CH2:18][CH2:19][N:26]2[CH2:25][CH2:24][N:23]([c:28]3[cH:29][c:30]([CH3:34])[cH:31][cH:32][cH:33]3)[CH:22]([CH3:21])[CH2:27]2)[cH:8][c:9]1-[c:10]1[cH:11][cH:12][c:13]([Cl:16])[cH:14][cH:15]1. Reactants: CC(=O)OCCNC(=O)C(N)Cc1ccc(OC(F)F)cc1, O=C(O)c1ccc(OCCC(F)(F)F)cc1. Product: CC(=O)OCCNC(=O)C(Cc1ccc(OC(F)F)cc1)NC(=O)c1ccc(OCCC(F)(F)F)cc1. Reaction SMILES: [C:1]([CH3:2])(=[O:3])[O:4][CH2:5][CH2:6][NH:7][C:8]([CH:9]([CH2:10][c:11]1[cH:12][cH:13][c:14]([O:17][CH:18]([F:19])[F:20])[cH:15][cH:16]1)[NH2:21])=[O:22].[F:23][C:24]([CH2:25][CH2:26][O:27][c:28]1[cH:29][cH:30][c:31]([C:32](=[O:33])[OH:34])[cH:35][cH:36]1)([F:37])[F:38]>>[C:1]([CH3:2])(=[O:3])[O:4][CH2:5][CH2:6][NH:7][C:8]([CH:9]([CH2:10][c:11]1[cH:12][cH:13][c:14]([O:17][CH:18]([F:19])[F:20])[cH:15][cH:16]1)[NH:21][C:32]([c:31]1[cH:30][cH:29][c:28]([O:27][CH2:26][CH2:25][C:24]([F:23])([F:37])[F:38])[cH:36][cH:35]1)=[O:33])=[O:22]. Starting materials: CC[O-].[Na+] (sodium ethylate solution), [Na] (sodium), C(C)O (ethanol), CN1C(NC(C=2N(C=NC12)CC(N)=NO)=O)=O (2-(3-methyl-xanthine-7-yl)-acetamidoxime). The solvent is C(C)(=O)OCC (ethyl acetate). Conditions: time 4 hour. The product is CN1C(NC(C=2N(C=NC12)CC1=NOC(=N1)C)=O)=O (3,7-dihydro-3-methyl-7-([5-methyl-1,2,4-oxadiazole-3-yl]-methyl)-1H-purine-2,6-dione). RXN SMILES: [CH3:1][CH2:2][O-:3].[Na+].[Na].C(O)C.[CH3:9][N:10]1[C:18]2[N:17]=[CH:16][N:15]([CH2:19][C:20](=[N:22]O)[NH2:21])[C:14]=2[C:13](=[O:24])[NH:12][C:11]1=[O:25]>C(OCC)(=O)C>[CH3:9][N:10]1[C:18]2[N:17]=[CH:16][N:15]([CH2:19][C:20]3[N:22]=[C:2]([CH3:1])[O:3][N:21]=3)[C:14]=2[C:13](=[O:24])[NH:12][C:11]1=[O:25] |f:0.1,^1:4|. Procedure details: A mixture of a sodium ethylate solution prepared from 6.76 g of metallic sodium and 290 ml of anhydrous ethanol, 35 g of 2-(3-methyl-xanthine-7-yl)-acetamidoxime and 43.0 g of ethyl acetate is heated to boiling under stirring for 4 hours. The hot reaction mixture is filtered, the filtrate is evaporated in vacuo and the residue is dissolved in 200 ml of water. The pH of the solution is adjusted to 7 by adding 10% hydrochloric acid, the precipitate is filtered by suction and crystallized twice fro... Starting materials: [N+](=O)([O-])C1=CC=C(C=C1)OC(C=CC=C(CCCCC)C1=CC=C(C=C1)OC)=O (5-(4-methoxyphenyl)-2,4-decadienoic acid 4-nitrophenyl ester), N1=CC(=CC=C1)CCCCN (3-pyridinebutanamine). Run in O1CCCC1 (tetrahydrofuran). Yields the product COC1=CC=C(C=C1)/C(=C/C=C/C(=O)NCCCCC=1C=NC=CC1)/CCCCC ((E,E)-5-(4-methoxyphenyl)-N-[4-(3-pyridinyl)butyl]-2,4-decadienamide). Isolated yield 50.6%. Reaction SMILES: [N+](C1C=CC(O[C:11](=[O:29])[CH:12]=[CH:13][CH:14]=[C:15]([C:21]2[CH:26]=[CH:25][C:24]([O:27][CH3:28])=[CH:23][CH:22]=2)[CH2:16][CH2:17][CH2:18][CH2:19][CH3:20])=CC=1)([O-])=O.[N:30]1[CH:35]=[CH:34][CH:33]=[C:32]([CH2:36][CH2:37][CH2:38][CH2:39][NH2:40])[CH:31]=1>O1CCCC1>[CH3:28][O:27][C:24]1[CH:23]=[CH:22][C:21](/[C:15](/[CH2:16][CH2:17][CH2:18][CH2:19][CH3:20])=[CH:14]/[CH:13]=[CH:12]/[C:11]([NH:40][CH2:39][CH2:38][CH2:37][CH2:36][C:32]2[CH:31]=[N:30][CH:35]=[CH:34][CH:33]=2)=[O:29])=[CH:26][CH:25]=1. Procedure: As in Example 134, a solution of (E,E)]-5-(4-methoxyphenyl)-2,4-decadienoic acid 4-nitrophenyl ester (2.5 g) and 3-pyridinebutanamine (1.12 g) in tetrahydrofuran (25 mL) was stirred overnight at room temperature. After the usual work up, the crude product was purified by HPLC (ethyl acetate) and then was crystallized from ether-hexane to provide 1.3 g of (E,E)-5-(4-methoxyphenyl)-N-[4-(3-pyridinyl)butyl]-2,4-decadienamide, mp 83.5°-84.5° C. Reactants: C(C1=CC=CC=C1)O[C@H]([C@H](C(F)(F)F)O)[C@@H](OCC1=CC=CC=C1)[C@H](CO)F (3,4-di-O-benzyl-1,5-dideoxy1,1,1,5-tetrafluoro-L-altritol), [H][H] (hydrogen), C([C@@H](O)[C@H](O)[C@H](O)[C@H](O)CO)O (altritol). The reagents and catalysts are [Pd] (palladium). The product is FC([C@H](O)[C@@H](O)[C@@H](O)[C@H](CO)F)(F)F (1,5-dideoxy-1,1,1,5-tetrafluoro-L-altritol). As a reaction SMILES: C(O)[C@H]([C@@H]([C@@H]([C@@H](CO)O)O)O)O.C([O:20][C@@H:21]([C@H:28]([C@@H:37]([F:40])[CH2:38][OH:39])[O:29]CC1C=CC=CC=1)[C@@H:22]([OH:27])[C:23]([F:26])([F:25])[F:24])C1C=CC=CC=1.[H][H]>[Pd]>[F:24][C:23]([F:25])([F:26])[C@@H:22]([C@H:21]([C@H:28]([C@@H:37]([F:40])[CH2:38][OH:39])[OH:29])[OH:20])[OH:27]. Procedure details: Further, the aforesaid altritol Compound (10) is a new compound. When Compound (10) is reduced with hydrogen in the presence of a palladium catalyst under mild reaction conditions, the benzyl groups can be removed from Compound (10) to produce 1,5-dideoxy-1,1,1,5-tetrafluoro-L-altritol. Reactants: ClCCl, NCCCCN1CCN(c2cncc(Cl)n2)CC1, O=C1OC(=O)C2CCC1O2. Product: O=C1C2CCC(O2)C(=O)N1CCCCN1CCN(c2cncc(Cl)n2)CC1. RXN SMILES: [CH2:29]([Cl:30])[Cl:31].[NH2:11][CH2:12][CH2:13][CH2:14][CH2:15][N:16]1[CH2:17][CH2:18][N:19]([c:22]2[n:23][c:24]([Cl:28])[cH:25][n:26][cH:27]2)[CH2:20][CH2:21]1.[O:1]1[CH:2]2[CH2:3][CH2:4][CH:5]1[C:6](=[O:7])[O:8][C:9]2=[O:10]>>[O:1]1[CH:2]2[CH2:3][CH2:4][CH:5]1[C:6](=[O:8])[N:11]([CH2:12][CH2:13][CH2:14][CH2:15][N:16]1[CH2:17][CH2:18][N:19]([c:22]3[n:23][c:24]([Cl:28])[cH:25][n:26][cH:27]3)[CH2:20][CH2:21]1)[C:9]2=[O:10]. Reactants: C1(=CC=CC=C1)C1=NC2=CC=CC=C2C(=N1)Cl (2-phenyl-4-chloroquinazoline), N1=C(C=CC=C1)N1[C@H](CN[C@H](C1)C)C (1-(2-pyridyl)-cis-2,5-dimethylpiperazine), C(C)(C)O (isopropanol), crude product. Solvent: Cl (hydrochloric acid). Product: C1(=CC=CC=C1)C1=NC2=CC=CC=C2C(=N1)N1[C@H](CN([C@H](C1)C)C1=NC=CC=C1)C (2-Phenyl-4-[cis-2,5-dimethyl-4-(2-pyridinyl)-1-piperazinyl]quinazoline). RXN SMILES: [C:1]1([C:7]2[N:16]=[C:15](Cl)[C:14]3[C:9](=[CH:10][CH:11]=[CH:12][CH:13]=3)[N:8]=2)[CH:6]=[CH:5][CH:4]=[CH:3][CH:2]=1.[N:18]1[CH:23]=[CH:22][CH:21]=[CH:20][C:19]=1[N:24]1[CH2:29][C@H:28]([CH3:30])[NH:27][CH2:26][C@@H:25]1[CH3:31].C(O)(C)C>Cl>[C:1]1([C:7]2[N:16]=[C:15]([N:27]3[CH2:26][C@H:25]([CH3:31])[N:24]([C:19]4[CH:20]=[CH:21][CH:22]=[CH:23][N:18]=4)[CH2:29][C@@H:28]3[CH3:30])[C:14]3[C:9](=[CH:10][CH:11]=[CH:12][CH:13]=3)[N:8]=2)[CH:6]=[CH:5][CH:4]=[CH:3][CH:2]=1. Reported procedure: A mixture containing 8.4 g (0.03 mole) of 2-phenyl-4-chloroquinazoline, 6.3 g (0.0335 mole) of 1-(2-pyridyl)-cis-2,5-dimethylpiperazine and 200 ml of isopropanol was refluxed for 6 hrs. The resulting reaction mixture was filtered after cooling to room temperature. A crystalline solid was obtained. The crude product was dissolved in 3N hydrochloric acid and extracted with ether. The aqueous acidic solution was adjusted to pH=7.5 and filtered. Yield of crystalline solid was 4.3 g, m.p. 68°-70° C.